Dataset: the Open Reaction Database (ORD), a public repository of structured organic reaction records. Task: describe an organic reaction: reactants, conditions, products, and yield Starting materials: C(C)OP(=O)(OCC)C1=CSC=C1P(=O)(OCC)OCC (3,4-bis(diethoxyphosphoryl)thiophene), I[Si](C)(C)C (iodotrimethylsilane). Solvent: C(C)#N (acetonitrile). Run at time 12 hour. Yields the product P(=O)(O)(O)C1=CSC=C1P(=O)(O)O (3,4-diphosphonothiophene). Yield: 97.0%. RXN SMILES: C([O:3][P:4]([C:9]1[C:13]([P:14]([O:19]CC)([O:16]CC)=[O:15])=[CH:12][S:11][CH:10]=1)([O:6]CC)=[O:5])C.I[Si](C)(C)C>C(#N)C>[P:14]([C:13]1[C:9]([P:4]([OH:5])([OH:6])=[O:3])=[CH:10][S:11][CH:12]=1)([OH:19])([OH:16])=[O:15]. Reported procedure: In acetonitrile, 0.200 g (0.561 mmols) of 3,4-bis(diethoxyphosphoryl)thiophene was dissolved, to which 0.5613 g (2.805 mmols) of commercially available iodotrimethylsilane was added at room temperature. Thereafter, the mixture was stirred at room temperature for 12 hours. After the reaction, the solvent was removed by distilling off under reduced pressure, followed by addition of methanol and stirring at room temperature for further 12 hours. The methanol was removed by distilling off under redu...